From a dataset of the Open Reaction Database (ORD), a public repository of structured organic reaction records. describe an organic reaction: reactants, conditions, products, and yield Reagents/catalysts: CN(C=O)C (dimethylformamide). The solvent is CCOCC (ether). The yield is 81.3%. Procedure: 6.58 Grams (5.7 × 10-2M) of thionyl chloride, 2 ml. of ether and 2 drops of dimethylformamide were added to 1.5 g. (5.7 × 10-3M) of α-sulfo-α-(p-nitrophenyl)acetic acid to allow to react for 14.5 hours at room temperature. The reaction product was subjected to the evaporation to dryness under reduced pressure to obtain a crude desired product. Yield 81.3%. Product: S(=O)(=O)(O)C(C(=O)Cl)C1=CC=C(C=C1)[N+](=O)[O-] (α-sulfo-α-(p-nitrophenyl)acetic acid chloride). As a reaction SMILES: S(Cl)([Cl:3])=O.[S:5]([CH:9]([C:13]1[CH:18]=[CH:17][C:16]([N+:19]([O-:21])=[O:20])=[CH:15][CH:14]=1)[C:10](O)=[O:11])([OH:8])(=[O:7])=[O:6]>CN(C)C=O.CCOCC>[S:5]([CH:9]([C:13]1[CH:18]=[CH:17][C:16]([N+:19]([O-:21])=[O:20])=[CH:15][CH:14]=1)[C:10]([Cl:3])=[O:11])([OH:8])(=[O:7])=[O:6]. Reactants: S(=O)(Cl)Cl (thionyl chloride), S(=O)(=O)(O)C(C(=O)O)C1=CC=C(C=C1)[N+](=O)[O-] (α-sulfo-α-(p-nitrophenyl)acetic acid).